Dataset: the Open Reaction Database (ORD), a public repository of structured organic reaction records. Task: describe an organic reaction: reactants, conditions, products, and yield Starting materials: CC(C)(C)OC(=O)NC1CCCCCC=CC2CC2(C(=O)O)NC(=O)C2CC(Oc3nc4ccccc4c4ccccc34)CN2C1=O, C1CCC2=NCCCN2CC1, CCOC(C)=O, NS(=O)(=O)C1CC1, [Cl-], [Na+], CN(C)C=O, O=C(O)CC(O)(CC(=O)O)C(=O)O. Yields the product CC(C)(C)OC(=O)NC1CCCCCC=CC2CC2(C(=O)NS(=O)(=O)C2CC2)NC(=O)C2CC(Oc3nc4ccccc4c4ccccc34)CN2C1=O. As a reaction SMILES: [C:1]([CH3:2])([CH3:3])([CH3:4])[O:5][C:6](=[O:7])[NH:8][CH:9]1[CH2:10][CH2:11][CH2:12][CH2:13][CH2:14][CH:15]=[CH:16][CH:17]2[C:18]([C:45](=[O:46])[OH:47])([NH:19][C:20](=[O:43])[CH:21]3[N:22]([C:23]1=[O:24])[CH2:25][CH:26]([O:28][c:29]1[n:30][c:31]4[cH:32][cH:33][cH:34][cH:35][c:36]4[c:37]4[cH:38][cH:39][cH:40][cH:41][c:42]14)[CH2:27]3)[CH2:44]2.[CH2:55]1[CH2:56][CH2:57][C:58]2=[N:63][CH2:62][CH2:61][CH2:60][N:59]2[CH2:64][CH2:65]1.[CH3:86][CH2:87][O:88][C:89]([CH3:90])=[O:91].[CH:48]1([S:51](=[O:52])(=[O:53])[NH2:54])[CH2:49][CH2:50]1.[Cl-:80].[Na+:79].[O:81]=[CH:82][N:83]([CH3:84])[CH3:85].[OH:66][C:67]([CH2:68][C:69]([C:70](=[O:71])[OH:72])([CH2:73][C:74](=[O:75])[OH:76])[OH:77])=[O:78]>>[C:1]([CH3:2])([CH3:3])([CH3:4])[O:5][C:6](=[O:7])[NH:8][CH:9]1[CH2:10][CH2:11][CH2:12][CH2:13][CH2:14][CH:15]=[CH:16][CH:17]2[C:18]([C:45](=[O:46])[NH:54][S:51]([CH:48]3[CH2:49][CH2:50]3)(=[O:52])=[O:53])([NH:19][C:20](=[O:43])[CH:21]3[N:22]([C:23]1=[O:24])[CH2:25][CH:26]([O:28][c:29]1[n:30][c:31]4[cH:32][cH:33][cH:34][cH:35][c:36]4[c:37]4[cH:38][cH:39][cH:40][cH:41][c:42]14)[CH2:27]3)[CH2:44]2. The reactants are COCCOc1cc(C(N)=O)cc(C(=O)OC)c1, ClCCCl, O=P(Cl)(Cl)Cl. Yields the product COCCOc1cc(C#N)cc(C(=O)OC)c1. Reaction SMILES: [C:6]([NH2:7])(=[O:8])[c:9]1[cH:10][c:11]([C:12](=[O:13])[O:14][CH3:15])[cH:16][c:17]([O:19][CH2:20][CH2:21][O:22][CH3:23])[cH:18]1.[Cl:24][CH2:25][CH2:26][Cl:27].[P:1]([Cl:2])([Cl:3])([Cl:4])=[O:5]>>[C:6](#[N:7])[c:9]1[cH:10][c:11]([C:12](=[O:13])[O:14][CH3:15])[cH:16][c:17]([O:19][CH2:20][CH2:21][O:22][CH3:23])[cH:18]1. The reactants are O=S1(CCN(C=C1C(C(F)(F)F)=O)C1=CC=C(C=C1)N1C(O[C@H](C1)CNC(OC(C)(C)C)=O)=O)=O ([[(5S)-3-[4-[2,3-dihydro-1,1-dioxido-6-(trifluoroacetyl)-4H-1,4-thiazin-4-yl]phenyl]-2-oxo-5-oxazolidinyl]methyl]carbamic acid, 1,1-dimethylethyl ester), C(=O)([O-])[O-].[K+].[K+] (K2CO3). The solvent is CO.C(C)#N (MeOH acetonitrile). Yields the product O=S1(CCN(C=C1)C1=CC=C(C=C1)N1C(O[C@H](C1)CNC(OC(C)(C)C)=O)=O)=O ([[(5S)-3-[4-(2,3-dihydro-1,1-dioxido-4H-1,4-thiazin-4-yl)phenyl]-2-oxo-5-oxazolidinyl]methyl]carbamic acid, 1,1-dimethylethyl ester). As a reaction SMILES: [O:1]=[S:2]1(=[O:35])[C:7](C(=O)C(F)(F)F)=[CH:6][N:5]([C:14]2[CH:19]=[CH:18][C:17]([N:20]3[CH2:24][C@H:23]([CH2:25][NH:26][C:27](=[O:33])[O:28][C:29]([CH3:32])([CH3:31])[CH3:30])[O:22][C:21]3=[O:34])=[CH:16][CH:15]=2)[CH2:4][CH2:3]1.C([O-])([O-])=O.[K+].[K+]>CO.C(#N)C>[O:35]=[S:2]1(=[O:1])[CH:3]=[CH:4][N:5]([C:14]2[CH:15]=[CH:16][C:17]([N:20]3[CH2:24][C@H:23]([CH2:25][NH:26][C:27](=[O:33])[O:28][C:29]([CH3:32])([CH3:30])[CH3:31])[O:22][C:21]3=[O:34])=[CH:18][CH:19]=2)[CH2:6][CH2:7]1 |f:1.2.3,4.5|. Procedure details: The crude sulfone prepared in Step 6 (6.7 mmol) is suspended in 220 mL of MeOH-acetonitrile (2:1) and heated to reflux. Solid K2CO3 (3.4 g, 25 mmol) is then added, and the mixture stirred at reflux for 2 h. Upon cooling, the solution is filtered and the filtrate concentrated. The residue is dissolved in 50 mL of EtOAc—2.5% aq. NaHCO3 (1:1), the layers separated, and the aqueous phase extracted with more ethyl acetate. The combined organic layers are washed with brine and dried (MgSO4), filtered ... Starting materials: FC1=C(C=C(C=C1)NC(=O)NCC(=O)OCC)[N+](=O)[O-] (N-[(4-fluoro-3-nitrophenyl)carbamoyl]glycine, ethyl ester), [H][H] (hydrogen). Reagents/catalysts: [Pt] (platinum on activated carbon). Solvent: C(C)(=O)OCC (ethyl acetate). The product is NC=1C=C(C=CC1F)NC(=O)NCC(=O)OCC (N-[(3-Amino-4-fluorophenyl)-carbamoyl]glycine, ethyl ester). The yield is 60.8%. As a reaction SMILES: [F:1][C:2]1[CH:7]=[CH:6][C:5]([NH:8][C:9]([NH:11][CH2:12][C:13]([O:15][CH2:16][CH3:17])=[O:14])=[O:10])=[CH:4][C:3]=1[N+:18]([O-])=O.[H][H]>[Pt].C(OCC)(=O)C>[NH2:18][C:3]1[CH:4]=[C:5]([NH:8][C:9]([NH:11][CH2:12][C:13]([O:15][CH2:16][CH3:17])=[O:14])=[O:10])[CH:6]=[CH:7][C:2]=1[F:1]. Procedure details: A mixture of N-[(4-fluoro-3-nitrophenyl)carbamoyl]glycine, ethyl ester (8 g, 0.029 mol) and 5% platinum on activated carbon (0.5 g) in ethyl acetate is hydrogenated at 50 psi until hydrogen uptake is complete. The reaction mixture is then filtered and cooled in an ice-bath until a solid forms. The solid is collected by filtration and air-dried to give the title product as a white solid (4.5 g, mp 152°-153° C.). Starting materials: CN(C)CCc1sc2ccccc2c1Br, CN(C)CCN(C)C, [Li]CCCC, Cc1ccccc1, O=Cc1cccnc1F. Product: CN(C)CCc1sc2ccccc2c1C(O)c1cccnc1F. Reaction SMILES: [Br:1][c:2]1[c:3]2[c:4]([s:5][c:6]1[CH2:7][CH2:8][N:9]([CH3:10])[CH3:11])[cH:12][cH:13][cH:14][cH:15]2.[CH3:16][N:17]([CH3:18])[CH2:19][CH2:20][N:21]([CH3:22])[CH3:23].[CH3:24][CH2:25][CH2:26][CH2:27][Li:28].[CH3:38][c:39]1[cH:40][cH:41][cH:42][cH:43][cH:44]1.[F:29][c:30]1[n:31][cH:32][cH:33][cH:34][c:35]1[CH:36]=[O:37]>>[c:2]1([CH:36]([c:35]2[c:30]([F:29])[n:31][cH:32][cH:33][cH:34]2)[OH:37])[c:3]2[c:4]([s:5][c:6]1[CH2:7][CH2:8][N:9]([CH3:10])[CH3:11])[cH:12][cH:13][cH:14][cH:15]2.